This data is from the Open Reaction Database (ORD), a public repository of structured organic reaction records. The task is: describe an organic reaction: reactants, conditions, products, and yield Reactants: BrC1=CC=C(S1)/C=C/C(C)=O ((E)-4-(5-bromo-thiophen-2-yl)-but-3-en-2-one), C1(=CC=CC=C1)[As](C1=CC=CC=C1)C1=CC=CC=C1 (triphenylarsine), cuprous iodide, CSC1=NC=CC(=N1)[Sn](CCCC)(CCCC)CCCC (2-methylsulfanyl-4-tributylstannanyl-pyrimidine). Reagents/catalysts: C=1C=CC(=CC1)/C=C/C(=O)/C=C/C2=CC=CC=C2.C=1C=CC(=CC1)/C=C/C(=O)/C=C/C2=CC=CC=C2.C=1C=CC(=CC1)/C=C/C(=O)/C=C/C2=CC=CC=C2.[Pd].[Pd] (Pd2(dba)3). Solvent: CN1CCCC1=O (NMP), CN1CCCC1=O (NMP). Run at temperature 80 celsius, time 24 hour. The product is CSC1=NC=CC(=N1)C1=CC=C(S1)/C=C/C(C)=O ((E)-4-[5-(2-Methylsulfanyl-pyrimidin-4-yl)-thiophen-2-yl]-but-3-en-2-one). RXN SMILES: Br[C:2]1[S:6][C:5](/[CH:7]=[CH:8]/[C:9](=[O:11])[CH3:10])=[CH:4][CH:3]=1.C1([As](C2C=CC=CC=2)C2C=CC=CC=2)C=CC=CC=1.[CH3:31][S:32][C:33]1[N:38]=[C:37]([Sn](CCCC)(CCCC)CCCC)[CH:36]=[CH:35][N:34]=1>CN1C(=O)CCC1.C1C=CC(/C=C/C(/C=C/C2C=CC=CC=2)=O)=CC=1.C1C=CC(/C=C/C(/C=C/C2C=CC=CC=2)=O)=CC=1.C1C=CC(/C=C/C(/C=C/C2C=CC=CC=2)=O)=CC=1.[Pd].[Pd]>[CH3:31][S:32][C:33]1[N:38]=[C:37]([C:2]2[S:6][C:5](/[CH:7]=[CH:8]/[C:9](=[O:11])[CH3:10])=[CH:4][CH:3]=2)[CH:36]=[CH:35][N:34]=1 |f:4.5.6.7.8|. Reported procedure: A mixture of (E)-4-(5-bromo-thiophen-2-yl)-but-3-en-2-one (1 g, 4.34 mmol), triphenylarsine (319 mg, 1.04 mmol), cuprous iodide (99 mg, 0.52 mmol) and Pd2(dba)3 (119 mg, 0.13 mmol) in 25 ml of NMP was heated to 80° C. To this hot solution 2-methylsulfanyl-4-tributylstannanyl-pyrimidine (1.8 g, 4.34 mmol) dissolved in 10 ml of NMP was added dropwise over a period of 10 minutes. Stirring was continued for 24 hours. The solvent was then removed in vacuo and the residue partitioned between water and...